This data is from the Open Reaction Database (ORD), a public repository of structured organic reaction records. The task is: describe an organic reaction: reactants, conditions, products, and yield The reactants are CC(=O)c1nn(C)c(-c2ccc(C(C)(C)C)cc2)c1O, CC(C)O, CNS(=O)(=O)c1ccc(C(=O)NN)cc1. Product: CNS(=O)(=O)c1ccc(C(=O)NN=C(C)c2nn(C)c(-c3ccc(C(C)(C)C)cc3)c2O)cc1. Reaction SMILES: [C:1]([CH3:2])([CH3:3])([CH3:4])[c:5]1[cH:6][cH:7][c:8](-[c:11]2[c:12]([OH:20])[c:13]([C:17]([CH3:18])=[O:19])[n:14][n:15]2[CH3:16])[cH:9][cH:10]1.[CH:36]([OH:37])([CH3:38])[CH3:39].[NH:21]([NH2:22])[C:23](=[O:24])[c:25]1[cH:26][cH:27][c:28]([S:31](=[O:32])(=[O:33])[NH:34][CH3:35])[cH:29][cH:30]1>>[C:1]([CH3:2])([CH3:3])([CH3:4])[c:5]1[cH:6][cH:7][c:8](-[c:11]2[c:12]([OH:20])[c:13]([C:17]([CH3:18])=[N:22][NH:21][C:23](=[O:24])[c:25]3[cH:26][cH:27][c:28]([S:31](=[O:32])(=[O:33])[NH:34][CH3:35])[cH:29][cH:30]3)[n:14][n:15]2[CH3:16])[cH:9][cH:10]1. Procedure: To a solution of 5-[(S)-3-benzylpiperazin-1-yl]-3-(3-methylindazol-5-yl)-[1,2,4]triazine 12 (14 mg, 0.036 mmol.) in 10% methanolic acetic acid was added 37% aqueous formaldehyde solution (0.06 mL, 0.74 mmol.) and cyanoborohydride resin (2.42 equiv./g, 44 mg, 0.11 mmol.). The reaction mixture was stirred at room temperature for 5 hours. The reaction mixture was filtered and the filtrate was evaporated under reduced pressure. The crude product was purified by RP-HPLC to yield the desired 5-[(S)-3-... Starting materials: CC1=NNC2=CC=C(C=C12)C=1N=NC=C(N1)N1C[C@@H](NCC1)CC1=CC=CC=C1 (3-(3-methylindazol-5-yl)-5-[(S)-3-benzylpiperazin-1-yl]-[1,2,4]triazine), C=O (formaldehyde), C(#N)[BH3-] (cyanoborohydride). The yield is 50.0%. Product: C(C1=CC=CC=C1)[C@H]1CN(CCN1C)C=1N=C(N=NC1)C=1C=C2C(=NNC2=CC1)C (5-[(S)-3-benzyl-4-methyl-piperazin-1-yl]-3-(3-methylindazol-5-yl)-[1,2,4]triazine). Reaction SMILES: [CH3:1][C:2]1[C:10]2[C:5](=[CH:6][CH:7]=[C:8]([C:11]3[N:12]=[N:13][CH:14]=[C:15]([N:17]4[CH2:22][CH2:21][NH:20][C@@H:19]([CH2:23][C:24]5[CH:29]=[CH:28][CH:27]=[CH:26][CH:25]=5)[CH2:18]4)[N:16]=3)[CH:9]=2)[NH:4][N:3]=1.C=O.[C:32]([BH3-])#N>C(O)(=O)C>[CH2:23]([C@@H:19]1[N:20]([CH3:32])[CH2:21][CH2:22][N:17]([C:15]2[N:16]=[C:11]([C:8]3[CH:9]=[C:10]4[C:5](=[CH:6][CH:7]=3)[NH:4][N:3]=[C:2]4[CH3:1])[N:12]=[N:13][CH:14]=2)[CH2:18]1)[C:24]1[CH:29]=[CH:28][CH:27]=[CH:26][CH:25]=1. Conditions: time 5 hour. The solvent is C(C)(=O)O (acetic acid).